This data is from the Open Reaction Database (ORD), a public repository of structured organic reaction records. The task is: describe an organic reaction: reactants, conditions, products, and yield Procedure details: To a solution of methyl-α-butyl-N-(diphenylmethylene)phenylalaninate (0.31 g, 0.78 mmol) from step A in 10 mL MeOH was added 3.33M hydrochloric acid (0.69 mL, 2.3 mmol). After 1.5 h at rt, the reaction was concentrated in vacuo to remove volatiles, then redissolved in saturated aqueous NaHCO3. The aqueous layer was extracted with EtOAc (2×), the combined organics were washed with water, brine, dried over Na2SO4, filtered and concentrated. Purification by silica gel chromatography (20 g silica, 0... RXN SMILES: [CH3:1][O:2][C:3](=[O:30])[C@:4]([CH2:26][CH2:27][CH2:28][CH3:29])([CH2:19][C:20]1[CH:25]=[CH:24][CH:23]=[CH:22][CH:21]=1)[N:5]=C(C1C=CC=CC=1)C1C=CC=CC=1.Cl>CO>[CH3:1][O:2][C:3](=[O:30])[C@:4]([CH2:26][CH2:27][CH2:28][CH3:29])([CH2:19][C:20]1[CH:25]=[CH:24][CH:23]=[CH:22][CH:21]=1)[NH2:5]. Run in CO (MeOH). Starting materials: COC([C@@](N=C(C1=CC=CC=C1)C1=CC=CC=C1)(CC1=CC=CC=C1)CCCC)=O (methyl-α-butyl-N-(diphenylmethylene)phenylalaninate), Cl (hydrochloric acid). Run at time 1.5 hour. The product is COC([C@@](N)(CC1=CC=CC=C1)CCCC)=O (methyl-α-butylphenylalaninate).